This data is from the Open Reaction Database (ORD), a public repository of structured organic reaction records. The task is: describe an organic reaction: reactants, conditions, products, and yield Reactants: CC(C)=O, ClC(Cl)Cl, O=C(Cl)C(=O)Cl, CN(C)C=O, CCOC(=O)c1cnc2ccccc2c1O. Product: CCOC(=O)c1cnc2ccccc2c1Cl. RXN SMILES: [CH3:28][C:29](=[O:30])[CH3:31].[CH:32]([Cl:33])([Cl:34])[Cl:35].[Cl:17][C:18]([C:19]([Cl:20])=[O:21])=[O:22].[O:23]=[CH:24][N:25]([CH3:26])[CH3:27].[OH:1][c:2]1[c:3]([C:12](=[O:13])[O:14][CH2:15][CH3:16])[cH:4][n:5][c:6]2[cH:7][cH:8][cH:9][cH:10][c:11]12>>[c:2]1([Cl:17])[c:3]([C:12](=[O:13])[O:14][CH2:15][CH3:16])[cH:4][n:5][c:6]2[cH:7][cH:8][cH:9][cH:10][c:11]12. Starting materials: Cl (HCl), COC(=O)C1=C(OC(=CC1=O)C)C1=CC=CC=C1 (3-methoxycarbonyl-6-methyl-2-phenyl-4-pyrone), CO (methanol), CN (methylamine). Run in C(C)(=O)O (acetic acid), O (water). Reaction conditions: time 18 hour. Product: CN1C(=C(C(=O)OC)C(C=C1C)=O)C1=CC=CC=C1 (methyl 1,6-dimethyl-2-phenyl-4-oxonicotinate). RXN SMILES: [CH3:1][O:2][C:3]([C:5]1[C:10](=[O:11])[CH:9]=[C:8]([CH3:12])O[C:6]=1[C:13]1[CH:18]=[CH:17][CH:16]=[CH:15][CH:14]=1)=[O:4].CO.[CH3:21][NH2:22].Cl>O.C(O)(=O)C>[CH3:21][N:22]1[C:8]([CH3:12])=[CH:9][C:10](=[O:11])[C:5]([C:3]([O:2][CH3:1])=[O:4])=[C:6]1[C:13]1[CH:18]=[CH:17][CH:16]=[CH:15][CH:14]=1. Reported procedure: 3.8 g of 3-methoxycarbonyl-6-methyl-2-phenyl-4-pyrone, 33.3 ml of methanol, 13.3 ml of 40% aqueous methylamine and 2 ml of glacial acetic acid are mixed in a stoppered flask at room temperature and stored for 18 hours. The reaction mixture is then poured into approximately 100 ml of water and the pH is adjusted to 5 (addition of dilute HCl). Extraction with methylene chloride (3×50 mls) and evaporation of the organic siolvent yields 3.0 g of methyl 1,6-dimethyl-2-phenyl-4-oxonicotinate as a crys... The reagents and catalysts are [Pd] (palladium-on-carbon). Starting materials: C(C1=CC=CC=C1)OC([C@H](CC(C)C)[C@H](CCN=[N+]=[N-])C(=O)OC(C)(C)C)=O (benzyl-2(R)-[3-azido-1(S)-(tert-butoxycarbonyl)propyl]-4-methylvalerate). Procedure: A solution of 0.880 g of benzyl-2(R)-[3-azido-1(S)-(tert-butoxycarbonyl)propyl]-4-methylvalerate in 10 ml of ethanol was hydrogenated in the presence of 0.090 g of 5% palladium-on-carbon for 12 hours. The catalyst was removed by filtration and the solvent was evaporated to give 0.600 g of 2(R)-[3-amino-1(S)-(tert-butoxycarbonyl)propyl]-4-methylvaleric acid in the form of a white solid. Reaction SMILES: C([O:8][C:9](=[O:28])[C@@H:10]([C@@H:15]([C:21]([O:23][C:24]([CH3:27])([CH3:26])[CH3:25])=[O:22])[CH2:16][CH2:17][N:18]=[N+]=[N-])[CH2:11][CH:12]([CH3:14])[CH3:13])C1C=CC=CC=1>C(O)C.[Pd]>[NH2:18][CH2:17][CH2:16][C@@H:15]([C@@H:10]([CH2:11][CH:12]([CH3:14])[CH3:13])[C:9]([OH:28])=[O:8])[C:21]([O:23][C:24]([CH3:26])([CH3:27])[CH3:25])=[O:22]. The product is NCC[C@H](C(=O)OC(C)(C)C)[C@H](C(=O)O)CC(C)C (2(R)-[3-amino-1(S)-(tert-butoxycarbonyl)propyl]-4-methylvaleric acid). Yield: 97.1%. The solvent is C(C)O (ethanol). Reactants: CC1(OCC(O1)COC1=C(C=C(C(=N)NO)C=C1C)C)C (rac-4-(2,2-dimethyl-[1,3]dioxolan-4-ylmethoxy)-N-hydroxy-3,5-dimethyl-benzamidine), CC1(OC[C@@H](O1)CO)C ((S)-(2,2-dimethyl-[1,3]dioxolan-4-yl)-methanol). Yields the product CC1(OC[C@@H](O1)COC1=C(C=C(C(=N)NO)C=C1C)C)C ((S)-4-(2,2-Dimethyl-[1,3]dioxolan-4-ylmethoxy)-N-hydroxy-3,5-dimethyl-benzamidine). RXN SMILES: [CH3:1][C:2]1([CH3:21])[O:6][CH:5]([CH2:7][O:8][C:9]2[C:18]([CH3:19])=[CH:17][C:12]([C:13]([NH:15][OH:16])=[NH:14])=[CH:11][C:10]=2[CH3:20])[CH2:4][O:3]1.CC1(C)O[C@@H](CO)CO1>>[CH3:1][C:2]1([CH3:21])[O:6][C@@H:5]([CH2:7][O:8][C:9]2[C:10]([CH3:20])=[CH:11][C:12]([C:13]([NH:15][OH:16])=[NH:14])=[CH:17][C:18]=2[CH3:19])[CH2:4][O:3]1. Reported procedure: The title compound is prepared in analogy to rac-4-(2,2-dimethyl-[1,3]dioxolan-4-ylmethoxy)-N-hydroxy-3,5-dimethyl-benzamidine using (S)-(2,2-dimethyl-[1,3]dioxolan-4-yl)-methanol; LC-MS: tR=0.67 min, [M+1]+=295.01. Product: COC(=O)N1Cc2ccc(C(=O)NCc3cccnc3)n2Cc2ccccc21. As a reaction SMILES: [CH3:1][O:2][C:3](=[O:4])[N:5]1[CH2:6][c:7]2[n:8]([c:16]([C:19](=[O:20])[OH:21])[cH:17][cH:18]2)[CH2:9][c:10]2[c:11]1[cH:12][cH:13][cH:14][cH:15]2.[NH2:22][CH2:23][c:24]1[cH:25][n:26][cH:27][cH:28][cH:29]1>>[CH3:1][O:2][C:3](=[O:4])[N:5]1[CH2:6][c:7]2[n:8]([c:16]([C:19](=[O:21])[NH:22][CH2:23][c:24]3[cH:25][n:26][cH:27][cH:28][cH:29]3)[cH:17][cH:18]2)[CH2:9][c:10]2[c:11]1[cH:12][cH:13][cH:14][cH:15]2. The reactants are COC(=O)N1Cc2ccc(C(=O)O)n2Cc2ccccc21, NCc1cccnc1. The reactants are COC1=C(C(=O)O)C=CC(=C1)OC (2,4-dimethoxybenzoic acid), BrBr (bromine). The solvent is C(Cl)(Cl)Cl (chloroform). Conditions: temperature 0 celsius, time 8 hour. Yields the product BrC=1C(=CC(=C(C(=O)O)C1)OC)OC (5-bromo-2,4-dimethoxybenzoic acid). Yield: 78.3%. RXN SMILES: [CH3:1][O:2][C:3]1[CH:11]=[C:10]([O:12][CH3:13])[CH:9]=[CH:8][C:4]=1[C:5]([OH:7])=[O:6].[Br:14]Br>C(Cl)(Cl)Cl>[Br:14][C:9]1[C:10]([O:12][CH3:13])=[CH:11][C:3]([O:2][CH3:1])=[C:4]([CH:8]=1)[C:5]([OH:7])=[O:6]. Procedure: To a 250 mL round-bottomed flask was added chloroform (60 mL) along with 2,4-dimethoxybenzoic acid (2.0 g, 10.98 mmol). The solution was cooled to 0° C. and bromine (0.566 mL, 10.98 mmol) was added dropwise over 5 minutes. The solution was allowed to warm to room temperature and stirred overnight. The resulting solid was filtered, washed with cold chloroform and dried under vacuum to give 2.49 g (8.6 mmol, 78% yield) of 5-bromo-2,4-dimethoxybenzoic acid as a yellow solid. The LC/MS data was obta...